The task is: describe an organic reaction: reactants, conditions, products, and yield. This data is from the Open Reaction Database (ORD), a public repository of structured organic reaction records. Starting materials: C(C)(=O)N[C@@H]1[C@@H](C=C(O[C@H]1C(NCCCCCC1=CC=CC=C1)=O)C(=O)OC)O[Si](C1=CC=CC=C1)(C1=CC=CC=C1)C(C)(C)C ((4R,5S,6R)-5-acetylamino-4-(tert-butyldiphenylsilanyloxy)-6-(phenethylpropylcarbamoyl)-5,6-dihydro-4H-pyran-2-carboxylic acid, methyl ester), [F-].C(CCC)[N+](CCCC)(CCCC)CCCC (tetra-n-butylammonium fluoride), solution. The solvent is O1CCCC1 (tetrahydrofuran), O1CCCC1 (tetrahydrofuran). Product: C(C)(=O)N[C@@H]1[C@@H](C=C(O[C@H]1C(NCCCCCC1=CC=CC=C1)=O)C(=O)O)O ((4R,5R,6R)-5-Acetylamino-4-hydroxy-6-(phenethylpropylcarbamoyl)-5,6-dihydro-4H-pyran-2-carboxylic acid). Yield: 93.6%. RXN SMILES: [C:1]([NH:4][C@H:5]1[C@H:10]([C:11](=[O:24])[NH:12][CH2:13][CH2:14][CH2:15][CH2:16][CH2:17][C:18]2[CH:23]=[CH:22][CH:21]=[CH:20][CH:19]=2)[O:9][C:8]([C:25]([O:27]C)=[O:26])=[CH:7][C@H:6]1[O:29][Si](C(C)(C)C)(C1C=CC=CC=1)C1C=CC=CC=1)(=[O:3])[CH3:2].[F-].C([N+](CCCC)(CCCC)CCCC)CCC>O1CCCC1>[C:1]([NH:4][C@H:5]1[C@H:10]([C:11](=[O:24])[NH:12][CH2:13][CH2:14][CH2:15][CH2:16][CH2:17][C:18]2[CH:23]=[CH:22][CH:21]=[CH:20][CH:19]=2)[O:9][C:8]([C:25]([OH:27])=[O:26])=[CH:7][C@H:6]1[OH:29])(=[O:3])[CH3:2] |f:1.2|. Reported procedure: To a stirred solution of (4R,5S,6R)-5-acetylamino-4-(tert-butyldiphenylsilanyloxy)-6-(phenethylpropylcarbamoyl)-5,6-dihydro-4H-pyran-2-carboxylic acid, methyl ester (7 g) in tetrahydrofuran (70 ml) was added tetra-n-butylammonium fluoride (12 ml of a 1M solution in tetrahydrofuran). After 4 hours at 23° C. the solvent was removed in vacuo and the residue was partitioned between brine and ethyl acetate. The organic extracts were dried over anhydrous sodium sulphate and the solvent was removed in ... Starting materials: O[C@@H]1CC2=CC[C@H]3[C@@H]4[C@H]5[C@@H](C([C@@]4(C)C[C@@H]([C@@H]3[C@]2(CC1)C)O)=O)C5 (3β,11β-dihydroxy-15β,16β-methyleneandrost-5-en-17-one), C(C)(=O)OC(C)=O (acetic anhydride). The solvent is ice water, N1=CC=CC=C1 (pyridine). Reaction conditions: time 5 hour. Product: C(C)(=O)O[C@@H]1CC2=CC[C@H]3[C@@H]4[C@H]5[C@@H](C([C@@]4(C)C[C@@H]([C@@H]3[C@]2(CC1)C)O)=O)C5 (3β-acetoxy-11β-hydroxy-15β,16β-methyleneandrost-5-en-17-one). As a reaction SMILES: [OH:1][C@H:2]1[CH2:19][CH2:18][C@@:17]2([CH3:20])[C:4](=[CH:5][CH2:6][C@@H:7]3[C@@H:16]2[C@@H:15]([OH:21])[CH2:14][C@@:12]2([CH3:13])[C@H:8]3[C@@H:9]3[CH2:23][C@@H:10]3[C:11]2=[O:22])[CH2:3]1.[C:24](OC(=O)C)(=[O:26])[CH3:25]>N1C=CC=CC=1>[C:24]([O:1][C@H:2]1[CH2:19][CH2:18][C@@:17]2([CH3:20])[C:4](=[CH:5][CH2:6][C@@H:7]3[C@@H:16]2[C@@H:15]([OH:21])[CH2:14][C@@:12]2([CH3:13])[C@H:8]3[C@@H:9]3[CH2:23][C@@H:10]3[C:11]2=[O:22])[CH2:3]1)(=[O:26])[CH3:25]. Procedure: A solution of 7.9 g of 3β,11β-dihydroxy-15β,16β-methyleneandrost-5-en-17-one in 39.5 ml of pyridine and 39.5 ml of acetic anhydride is left to stand at room temperature for 5 hours, diluted with 800 ml of ice-water and, after standing for 1 hour, extracted with ethyl acetate. The organic phase is washed in succession with saturated sodium chloride solution, ice-cold dilute hydrochloric acid, ice-cold dilute sodium hydroxide solution and again with saturated sodium chloride solution, dried, and c... Reactants: O=c1ccc2cc(Br)ccc2[nH]1, ClCCl, [Na+], [OH-]. Product: COc1ccc2cc(Br)ccc2n1. As a reaction SMILES: [Br:1][c:2]1[cH:3][c:4]2[cH:5][cH:6][c:7](=[O:12])[nH:8][c:9]2[cH:10][cH:11]1.[Cl:15][CH2:16][Cl:17].[Na+:14].[OH-:13]>>[Br:1][c:2]1[cH:3][c:4]2[cH:5][cH:6][c:7]([O:12][CH3:16])[n:8][c:9]2[cH:10][cH:11]1. The reactants are O=C(O)c1cccc(I)c1, [Na+], [Na+], CC(=O)[O-], CC(=O)[O-], O=C([O-])[O-], O, COc1cccc(B(O)O)c1, [Pd+2]. Product: COc1cccc(-c2cccc(C(=O)O)c2)c1. Reaction SMILES: [I:18][c:19]1[cH:20][c:21]([C:22](=[O:23])[OH:24])[cH:25][cH:26][cH:27]1.[Na+:1].[Na+:2].[O-:30][C:31]([CH3:32])=[O:33].[O-:34][C:35]([CH3:36])=[O:37].[O-:3][C:4](=[O:5])[O-:6].[OH2:28].[OH:7][B:8]([c:9]1[cH:10][c:11]([O:15][CH3:16])[cH:12][cH:13][cH:14]1)[OH:17].[Pd+2:29]>>[c:9]1(-[c:19]2[cH:20][c:21]([C:22](=[O:23])[OH:24])[cH:25][cH:26][cH:27]2)[cH:10][c:11]([O:15][CH3:16])[cH:12][cH:13][cH:14]1. Starting materials: C(C)(C)(C)OC(NC1(CCC1)C1=CC=C(C=C1)C=1C(=CC2=C(OCC(N2)=O)N1)C1=CC=CC=C1)=O (tert-butyl(1-(4-(2-oxo-7-phenyl-2,3-dihydro-1H-pyrido[2,3-b][1,4]oxazin-6-yl)phenyl)cyclobutyl)carbamate), [H-].[Na+] (sodium hydride), BrCCOC (1-bromo-2-methoxyethane), C(=O)(O)[O-].[Na+] (NaHCO3). Solvent: CN(C)C=O (DMF). Run at temperature 80 celsius, time 2 hour. The product is C(C)(C)(C)OC(NC1(CCC1)C1=CC=C(C=C1)C=1C(=CC2=C(OCC(N2CCOC)=O)N1)C1=CC=CC=C1)=O (tert-butyl(1-(4-(1-(2-methoxyethyl)-2-oxo-7-phenyl-2,3-dihydro-1H-pyrido[2,3-b][1,4]oxazin-6-yl)phenyl)cyclobutyl)carbamate). Yield: 18.9%. As a reaction SMILES: [C:1]([O:5][C:6](=[O:35])[NH:7][C:8]1([C:12]2[CH:17]=[CH:16][C:15]([C:18]3[C:19]([C:29]4[CH:34]=[CH:33][CH:32]=[CH:31][CH:30]=4)=[CH:20][C:21]4[NH:26][C:25](=[O:27])[CH2:24][O:23][C:22]=4[N:28]=3)=[CH:14][CH:13]=2)[CH2:11][CH2:10][CH2:9]1)([CH3:4])([CH3:3])[CH3:2].[H-].[Na+].Br[CH2:39][CH2:40][O:41][CH3:42].C([O-])(O)=O.[Na+]>CN(C=O)C>[C:1]([O:5][C:6](=[O:35])[NH:7][C:8]1([C:12]2[CH:13]=[CH:14][C:15]([C:18]3[C:19]([C:29]4[CH:30]=[CH:31][CH:32]=[CH:33][CH:34]=4)=[CH:20][C:21]4[N:26]([CH2:39][CH2:40][O:41][CH3:42])[C:25](=[O:27])[CH2:24][O:23][C:22]=4[N:28]=3)=[CH:16][CH:17]=2)[CH2:11][CH2:10][CH2:9]1)([CH3:4])([CH3:2])[CH3:3] |f:1.2,4.5|. Procedure details: To a solution of tert-butyl(1-(4-(2-oxo-7-phenyl-2,3-dihydro-1H-pyrido[2,3-b][1,4]oxazin-6-yl)phenyl)cyclobutyl)carbamate (48 mg, 0.10 mmol) in dry DMF (1 mL) was added sodium hydride (16 mg, 0.41 mmol) and 1-bromo-2-methoxyethane (28 mg, 0.20 mmol) under nitrogen. The resulting mixture was stirred for 2 hours at 80° C. A saturated solution of NaHCO3 was added and the mixture was extracted with dichloromethane (3×10 ml) using a phase separator (Isolute® SPE). The combined organic phases were con... Starting materials: C(C)(C)(C)C1=NC(=CC(=N1)CCOC)N1CCNCC1 (2-tert-Butyl-4-(2-methoxy-ethyl)-6-piperazin-1-yl-pyrimidine), B(Br)(Br)Br (BBr3). Run in C(Cl)Cl (DCM). Run at time 8 hour. Product: C(C)(C)(C)C1=NC(=CC(=N1)CCO)N1CCNCC1 (2-tert-Butyl-4-(2-hydroxy-ethyl)-6-piperazin-1-yl-pyrimidine). Reaction SMILES: [C:1]([C:5]1[N:10]=[C:9]([CH2:11][CH2:12][O:13]C)[CH:8]=[C:7]([N:15]2[CH2:20][CH2:19][NH:18][CH2:17][CH2:16]2)[N:6]=1)([CH3:4])([CH3:3])[CH3:2].B(Br)(Br)Br>C(Cl)Cl>[C:1]([C:5]1[N:10]=[C:9]([CH2:11][CH2:12][OH:13])[CH:8]=[C:7]([N:15]2[CH2:16][CH2:17][NH:18][CH2:19][CH2:20]2)[N:6]=1)([CH3:4])([CH3:2])[CH3:3]. Procedure details: To the solution of 2-tert-Butyl-4-(2-methoxy-ethyl)-6-piperazin-1-yl-pyrimidine (2.78 g, 9.99 mmol) in DCM (150 mL) was added BBr3 (3.75 g, 14.98 mmol) at 0° C. Then the mixture was stirred overnight at room temperature. The mixture was quenched with saturated aqueous NaHCO3 solution. The organic phase was separated out and dried over Na2SO4, filtered and concentrated. The crude title compound was used in the next step without any further purification. The reactants are CCOP(=O)(CCBr)OCC, CCO, [K+], [OH-]. Yields the product C=CP(=O)(OCC)OCC. RXN SMILES: [Br:3][CH2:4][CH2:5][P:6]([O:7][CH2:8][CH3:9])([O:10][CH2:11][CH3:12])=[O:13].[CH3:14][CH2:15][OH:16].[K+:2].[OH-:1]>>[CH2:4]=[CH:5][P:6]([O:7][CH2:8][CH3:9])([O:10][CH2:11][CH3:12])=[O:13].